This data is from the Open Reaction Database (ORD), a public repository of structured organic reaction records. The task is: describe an organic reaction: reactants, conditions, products, and yield Starting materials: NN.O (NH2NH2.H2O), N([C@@H](CO)C(=O)N[C@@H](CC(C)C)C(=O)N[C@@H](CO)C(=O)OC)C(=O)OCC1=CC=CC=C1 (Z-Ser-Leu-Ser-OCH3), CCOCC (ether). The solvent is CO (methanol). Run at time 18 hour. Product: N([C@@H](CO)C(=O)N[C@@H](CC(C)C)C(=O)N[C@@H](CO)C(=O)NN)C(=O)OCC1=CC=CC=C1 (Z-Ser-Leu-Ser-NHNH2). As a reaction SMILES: [NH:1]([C:23]([O:25][CH2:26][C:27]1[CH:32]=[CH:31][CH:30]=[CH:29][CH:28]=1)=[O:24])[C@H:2]([C:5]([NH:7][C@H:8]([C:13]([NH:15][C@H:16]([C:19](OC)=[O:20])[CH2:17][OH:18])=[O:14])[CH2:9][CH:10]([CH3:12])[CH3:11])=[O:6])[CH2:3]O.[NH2:33][NH2:34].[OH2:35].CCOCC>CO>[NH:1]([C:23]([O:25][CH2:26][C:27]1[CH:32]=[CH:31][CH:30]=[CH:29][CH:28]=1)=[O:24])[C@H:2]([C:5]([NH:7][C@H:8]([C:13]([NH:15][C@H:16]([C:17]([NH:33][NH2:34])=[O:18])[CH2:19][OH:20])=[O:14])[CH2:9][CH:10]([CH3:12])[CH3:11])=[O:6])[CH2:3][OH:35] |f:1.2|. Procedure details: 2.00 Grams of Z-Ser-Leu-Ser-OCH3 was dissolved in 40 ml of methanol, then 1.10 ml of 100%-NH2NH2.H2O was added to the solution under ice-cooled condition, and the reaction mixture was allowed to stand at a room temperature for 18 hours. After completion of the reaction, the solvent was removed by distillation under a reduced pressure, and the residue obtained was solidified by adding ether, then an excess of NH2NH2.H2O was removed by adding water, then reprecipitated from methanol-ethyl acetate ... The reactants are FC1=C(C(CBr)=O)C(=CC=C1)F (2,6-difluorophenacyl bromide), C(C1=CC=CC=C1)(=O)N (benzamide), O (water). Solvent: CC=1C=CC=CC1C (o-xylene). Yields the product C1(=CC=CC=C1)C=1OC=C(N1)C1=C(C=CC=C1F)F (2-phenyl-4-(2,6-difluorophenyl)oxazole). Isolated yield 121.8%. Reaction SMILES: [F:1][C:2]1[CH:11]=[CH:10][CH:9]=[C:8]([F:12])[C:3]=1[C:4](=O)[CH2:5]Br.[C:13]([NH2:21])(=[O:20])[C:14]1[CH:19]=[CH:18][CH:17]=[CH:16][CH:15]=1.O>CC1C=CC=CC=1C>[C:14]1([C:13]2[O:20][CH:5]=[C:4]([C:3]3[C:2]([F:1])=[CH:11][CH:10]=[CH:9][C:8]=3[F:12])[N:21]=2)[CH:19]=[CH:18][CH:17]=[CH:16][CH:15]=1. Procedure: 5.7 g 2,6-difluorophenacyl bromide and 3.63 g benzamide were suspended in 20 ml o-xylene, and the suspension was subjected to reflux under heating for 1.5 hours. After completing the reaction, the suspension reacted was added with water, then extracted with ethyl acetate and further washed with saturated saline solution. The organic layer obtained was dried with anhydrous magnesium sulfate, and the solvent used was removed by distillation under reduced pressure. Out of 7.6 g residue obtained, 1.... The reactants are C[Mg]Cl (methylmagnesium chloride), C1(=CC=CC=C1)C (toluene), 1-methylspiro[4.4]nonan-1-01, Cl (hydrochloric acid), C1(CCCC12CCCC2)=O (spiro[4.4]nonan-1-one), C1(CCCC1)=O (cyclopentanone), C1(=CC=CC=C1)C (toluene). Run in O1CCCC1 (tetrahydrofuran). Run at temperature 40 celsius. Product: C(C(=C)C)(=O)OC1(CCCC12CCCC2)C (1-methylspiro[4.4]nonyl methacrylate). Isolated yield 83.0%. Reaction SMILES: [CH3:1][Mg]Cl.[C:4]1(=[O:13])[C:8]2([CH2:12]CC[CH2:9]2)CCC1.[C:14]1(=[O:19])[CH2:18][CH2:17][CH2:16][CH2:15]1.Cl.[C:21]1(C)[CH:26]=CC=[CH:23][CH:22]=1>O1CCCC1>[C:4]([O:19][C:14]1([CH3:1])[C:18]2([CH2:23][CH2:22][CH2:21][CH2:26]2)[CH2:17][CH2:16][CH2:15]1)(=[O:13])[C:8]([CH3:9])=[CH2:12]. Reported procedure: With stirring under nitrogen atmosphere at 40° C., 1300 ml of toluene was added dropwise to a tetrahydrofuran solution of 1.6 mol methylmagnesium chloride (which had been prepared from 39 g of metallic magnesium, 1300 ml of tetrahydrofuran and chloromethane) and then a mixture of 111 g of spiro[4.4]nonan-1-one (which had been synthesized from cyclopentanone by a method as described in A. P. Krapcho, Synthesis, 1974, p 383 and references cited therein) and 1300 ml of toluene added. The reaction m... Procedure: Prepared by proceeding in a similar manner to Intermediate 130, starting from tert-butyl (R)-3-benzyloxycarbonylaminopyrrolidine-1-carboxylate (prepared according to Zhou et al, US 2008 0293771) and iodomethane, as a pale coloured oil. Starting materials: C(C1=CC=CC=C1)OC(=O)N(C)[C@@H]1CN(CC1)C(=O)OC(C)(C)C (tert-butyl (S)-3-(N-benzyloxycarbonyl-N-methylamino)pyrrolidine-1-carboxylate), C(C1=CC=CC=C1)OC(=O)N[C@H]1CN(CC1)C(=O)OC(C)(C)C (tert-butyl (R)-3-benzyloxycarbonylaminopyrrolidine-1-carboxylate), IC (iodomethane). The product is C(C1=CC=CC=C1)OC(=O)N(C)[C@H]1CN(CC1)C(=O)OC(C)(C)C (tert-Butyl (R)-3-(N-benzyloxycarbonyl-N-methylamino)pyrrolidine-1-carboxylate). Reaction SMILES: [CH2:1]([O:8][C:9]([N:11]([C@H:13]1[CH2:17][CH2:16][N:15]([C:18]([O:20][C:21]([CH3:24])([CH3:23])[CH3:22])=[O:19])[CH2:14]1)[CH3:12])=[O:10])[C:2]1[CH:7]=[CH:6][CH:5]=[CH:4][CH:3]=1.C(OC(N[C@@H]1CCN(C(OC(C)(C)C)=O)C1)=O)C1C=CC=CC=1.IC>>[CH2:1]([O:8][C:9]([N:11]([C@@H:13]1[CH2:17][CH2:16][N:15]([C:18]([O:20][C:21]([CH3:24])([CH3:23])[CH3:22])=[O:19])[CH2:14]1)[CH3:12])=[O:10])[C:2]1[CH:7]=[CH:6][CH:5]=[CH:4][CH:3]=1. Reaction SMILES: C1(N=C=NC2CCCCC2)CCCCC1.[NH2:16][CH2:17][CH2:18][C:19]1[NH:28][C:27]2[C:26](=[O:29])[N:24]([CH3:25])[C:23](=[O:30])[N:22]([CH3:31])[C:21]=2[N:20]=1.[CH:32]1[C:37]([C:38]([OH:40])=[O:39])=[CH:36][C:35]2[C:41]3([O:57][C:58](=[O:59])[C:34]=2[CH:33]=1)[C:51]1[CH:52]=[CH:53][C:54]([OH:56])=[CH:55][C:50]=1[O:49][C:43]1[CH:44]=[C:45]([OH:48])[CH:46]=[CH:47][C:42]3=1>N1C=CC=CC=1>[NH2:16][CH2:17][CH2:18][C:19]1[NH:28][C:27]2[C:26](=[O:29])[N:24]([CH3:25])[C:23](=[O:30])[N:22]([CH3:31])[C:21]=2[N:20]=1.[CH:32]1[C:37]([C:38]([OH:40])=[O:39])=[CH:36][C:35]2[C:41]3([O:57][C:58](=[O:59])[C:34]=2[CH:33]=1)[C:51]1[CH:52]=[CH:53][C:54]([OH:56])=[CH:55][C:50]=1[O:49][C:43]1[CH:44]=[C:45]([OH:48])[CH:46]=[CH:47][C:42]3=1 |f:4.5|. The solvent is N1=CC=CC=C1 (pyridine). Reaction conditions: time 2 hour. Reactants: C1(CCCCC1)N=C=NC1CCCCC1 (N,N'-dicyclohexylcarbodiimide), NCCC1=NC=2N(C(N(C)C(C2N1)=O)=O)C (8-β-aminoethyltheophylline), C1=CC2=C(C=C1C(=O)O)C3(C4=C(C=C(C=C4)O)OC5=C3C=CC(=C5)O)OC2=O (carboxyfluorescein). Product: NCCC1=NC=2N(C(N(C)C(C2N1)=O)=O)C.C1=CC2=C(C=C1C(=O)O)C3(C4=C(C=C(C=C4)O)OC5=C3C=CC(=C5)O)OC2=O (8-β-amino ethyltheophylline carboxyfluorescein). Reported procedure: N,N'-dicyclohexylcarbodiimide (15 mg) was added to a solution of 8-β-aminoethyltheophylline (5 mg) and carboxyfluorescein (5 mg) in 0.5 ml of pyridine. The reaction was allowed to proceed for two hours at room temperature and the reaction product was purified twice employing silica gel thin-layer chromatography using a thin chloroform:methanol (2:1) mixture as developing solvent to yield an 8-β-amino ethyltheophylline-carboxyfluorescein conjugate of the formula: ##STR10##